The task is: describe an organic reaction: reactants, conditions, products, and yield. This data is from the Open Reaction Database (ORD), a public repository of structured organic reaction records. Starting materials: Cuprous iodide, C(CCC)[Sn](CCCC)(CCCC)Cl (Tributyltin chloride), BrCC#CCCCCC (1-bromo-2-octyne), O([Si](C)(C)C(C)(C)C)[C@H]1C=CC(C1)=O ((R)-4-t-butyldimethylsiloxy-2-cyclopentenone), C(CCC)P(CCCC)CCCC (tributylphosphine), C(CCC)[Li] (n-butyllithium). Run in CCOCC (Ether), O1CCCC1 (tetrahydrofuran), O1CCCC1 (tetrahydrofuran), CN(P(N(C)C)(N(C)C)=O)C (hexamethylphosphoric triamide), O1CCCC1 (tetrahydrofuran). Run at temperature 19 celsius. The product is C(CCC)[C@@H]1[C@H](C(C[C@H]1O[Si](C)(C)C(C)(C)C)=O)CC#CCCCCC ((2R,3R,4R)-3-butyl-4-t-butyldimethylsiloxy-2-(2-octynyl)cyclopentanone). Isolated yield 16.5%. As a reaction SMILES: C(P(CCCC)CCCC)CCC.[CH2:14]([Li])[CH2:15][CH2:16][CH3:17].[O:19]([C@@H:27]1[CH2:31][C:30](=[O:32])[CH:29]=[CH:28]1)[Si:20]([C:23]([CH3:26])([CH3:25])[CH3:24])([CH3:22])[CH3:21].C([Sn](Cl)(CCCC)CCCC)CCC.Br[CH2:48][C:49]#[C:50][CH2:51][CH2:52][CH2:53][CH2:54][CH3:55]>O1CCCC1.CCOCC.CN(C)P(=O)(N(C)C)N(C)C>[CH2:14]([C@H:28]1[C@H:27]([O:19][Si:20]([C:23]([CH3:26])([CH3:25])[CH3:24])([CH3:22])[CH3:21])[CH2:31][C:30](=[O:32])[C@@H:29]1[CH2:48][C:49]#[C:50][CH2:51][CH2:52][CH2:53][CH2:54][CH3:55])[CH2:15][CH2:16][CH3:17]. Procedure details: Cuprous iodide (198 mg; 1.04 mmole) was weighed into a 150 ml reaction tube purged with argon, and the inside of the tube was dried under reduced pressure. Then, the reaction tube was again purged with argon. Dry tetrahydrofuran (10 ml) and tributylphosphine (0.673 ml; 2.70 mmoles) were introduced into the reaction tube, and stirred at 19° C. with stirring to form a uniform solution. The solution was cooled to -78° C., and n-butyllithium (1.60M, 0.647 ml, 1.04 mmoles) was added, and the mixture ... Reactants: NC=1SC=C(N1)C(C(=O)OCC)=O (ethyl 2-aminothiazol-4-yl-glyoxylate), Cl.CON (O-methylhydroxylamine hydrochloride), C(O)([O-])=O.[Na+] (sodium hydrogen carbonate). Solvent: C(C)O (ethanol). Run at temperature 70 celsius, time 5 hour. The product is NC=1SC=C(N1)C(C(=O)OCC)=NOC (ethyl 2-(2-aminothiazol-4-yl)-2-methoxyiminoacetate). As a reaction SMILES: [NH2:1][C:2]1[S:3][CH:4]=[C:5]([C:7](=O)[C:8]([O:10][CH2:11][CH3:12])=[O:9])[N:6]=1.Cl.[CH3:15][O:16][NH2:17].C(=O)([O-])O.[Na+]>C(O)C>[NH2:1][C:2]1[S:3][CH:4]=[C:5]([C:7](=[N:17][O:16][CH3:15])[C:8]([O:10][CH2:11][CH3:12])=[O:9])[N:6]=1 |f:1.2,3.4|. Procedure details: In 10 ml of 50% aqueous ethanol is dissolved 200 mg of ethyl 2-aminothiazol-4-yl-glyoxylate, followed by the addition of 166 mg of O-methylhydroxylamine hydrochloride and, then, 168 mg of sodium hydrogen carbonate. The mixture is stirred in a closed vessel at 70° C. for 5 hours. The reaction mixture is concentrated under reduced pressure and the residue is diluted with 10 ml of water and extracted with ethyl acetate. The ethyl acetate layer is washed with water and dried. The ethyl acetate is th... Starting materials: ClC1=CC2=C(N=CN=C2NC2=CC=C(C=C2)OCC2=CC(=CC=C2)F)C=N1 ((6-Chloropyrido[3,4-d]pyrimidin-4-yl)-(4-(3-fluorobenzyloxy)-phenyl)-amine), O1C(OCC1)C1=CC=C(O1)[Sn](CCCC)(CCCC)CCCC (5-(1,3-dioxolan-2-yl)-2-(tributylstannyl)-furan). Run in O1CCOCC1 (dioxan). Yields the product O1C(OCC1)C1=CC=C(O1)C1=CC2=C(N=CN=C2NC2=CC=C(C=C2)OCC2=CC(=CC=C2)F)C=N1 ((6-(5-(1,3-Dioxolan-2-yl)-furan-2-yl)-pyrido[3,4-d]pyrimidin-4-yl)-(4-(3-fluorobenzyloxy)-phenyl)-amine). Reaction SMILES: Cl[C:2]1[N:27]=[CH:26][C:5]2[N:6]=[CH:7][N:8]=[C:9]([NH:10][C:11]3[CH:16]=[CH:15][C:14]([O:17][CH2:18][C:19]4[CH:24]=[CH:23][CH:22]=[C:21]([F:25])[CH:20]=4)=[CH:13][CH:12]=3)[C:4]=2[CH:3]=1.[O:28]1[CH2:32][CH2:31][O:30][CH:29]1[C:33]1[O:37][C:36]([Sn](CCCC)(CCCC)CCCC)=[CH:35][CH:34]=1>O1CCOCC1>[O:28]1[CH2:32][CH2:31][O:30][CH:29]1[C:33]1[O:37][C:36]([C:2]2[N:27]=[CH:26][C:5]3[N:6]=[CH:7][N:8]=[C:9]([NH:10][C:11]4[CH:16]=[CH:15][C:14]([O:17][CH2:18][C:19]5[CH:24]=[CH:23][CH:22]=[C:21]([F:25])[CH:20]=5)=[CH:13][CH:12]=4)[C:4]=3[CH:3]=2)=[CH:35][CH:34]=1. Procedure: (6-Chloropyrido[3,4-d]pyrimidin-4-yl)-(4-(3-fluorobenzyloxy)-phenyl)-amine (1.85 g) and 5-(1,3-dioxolan-2-yl)-2-(tributylstannyl)-furan (3.82 g) in dioxan (40 ml) were reacted together as in Procedure B. The mixture was evaporated and the residue suspended in dichloromethane. This was then filtered through Celite® and the solvent evaporated. The gummy residue was then triturated with hexane giving a beige solid (1.74 g); m/z 485 (M+1)+. Starting materials: CCC(=O)n1c(=O)oc2ccccc21, C=CCCC=O. Product: C=CCCC(O)C(C)C(=O)n1c(=O)oc2ccccc21. Reaction SMILES: [C:1]([CH2:2][CH3:3])(=[O:4])[n:5]1[c:6](=[O:14])[o:7][c:8]2[c:9]1[cH:10][cH:11][cH:12][cH:13]2.[CH:15]([CH2:16][CH2:17][CH:18]=[CH2:19])=[O:20]>>[C:1]([CH:2]([CH3:3])[CH:15]([CH2:16][CH2:17][CH:18]=[CH2:19])[OH:20])(=[O:4])[n:5]1[c:6](=[O:14])[o:7][c:8]2[c:9]1[cH:10][cH:11][cH:12][cH:13]2.